This data is from the Open Reaction Database (ORD), a public repository of structured organic reaction records. The task is: describe an organic reaction: reactants, conditions, products, and yield The solvent is C1CCOC1 (THF), C1CCOC1 (THF). The product is BrC1=C(C=C(C(=O)N2C=CC3=CC(=C(C=C23)N2CCN(CC2)C)OC)C=C1)C (1-(4-bromo-3-methylbenzoyl)-5-methoxy-6-(4-methyl-1-piperazinyl)-1H-indole). Run at time 72 hour. The reactants are COC=1C=C2CCNC2=CC1N1CCN(CC1)C(=O)OC(C)(C)C (2,3-Dihydro-5-methoxy-6-(4-tert-butoxycarbonyl-1-piperazinyl)-1H-indole), CC(C)([O-])C.[K+] (potassium t-butoxide), BrC1=C(C=C(C(=O)Cl)C=C1)C (4-bromo-3-methyl benzoyl chloride). Procedure details: To a mixture of intermediate 2 (0.25 g, 1.0 mmol) and potassium t-butoxide (0.114 g, 1 mmol) in dry THF (15 ml) was added 4-bromo-3-methyl benzoyl chloride (0.238 g, 1.0 mmol) in dry THF (10 ml). The resulting mixture was stirred at room temperature for 72 h, then poured onto water and extracted with dichloromethane (3×). The organic layers were combined, dried (Na2SO4), filtered and concentrated in vacuo to give the crude product Purification by Fcc eluting with 3% methanol/dichloromethane gave... The yield is 15.8%. RXN SMILES: [CH3:1][O:2][C:3]1[CH:4]=[C:5]2[C:9](=[CH:10][C:11]=1[N:12]1[CH2:17][CH2:16][N:15]([C:18](OC(C)(C)C)=O)[CH2:14][CH2:13]1)[NH:8][CH2:7][CH2:6]2.CC(C)([O-])C.[K+].[Br:31][C:32]1[CH:40]=[CH:39][C:35]([C:36](Cl)=[O:37])=[CH:34][C:33]=1[CH3:41]>C1COCC1>[Br:31][C:32]1[CH:40]=[CH:39][C:35]([C:36]([N:8]2[C:9]3[C:5](=[CH:4][C:3]([O:2][CH3:1])=[C:11]([N:12]4[CH2:13][CH2:14][N:15]([CH3:18])[CH2:16][CH2:17]4)[CH:10]=3)[CH:6]=[CH:7]2)=[O:37])=[CH:34][C:33]=1[CH3:41] |f:1.2|. The reactants are ClC=1N=C(C2=C(N1)CC(S2)(I)C=2C=C(C=CC2)N(C(C)=O)C)N2CCOCC2 (N-(3-(2-Chloro-6-iodo-4-morpholinothieno[3,2-d]pyrimidine-6-yl)phenyl)-N-methylacetamide), CC1(OB(OC1(C)C)C1=C2C=NNC2=CC=C1)C (4-(4,4,5,5-tetramethyl-[1,3,2]dioxaborolan-2-yl)-1H-indazole). Product: N1N=CC2=C(C=CC=C12)C=1N=C(C2=C(N1)C=C(S2)C=2C=C(C=CC2)N(C(C)=O)C)N2CCOCC2 (N-(3-(2-(1H-indazol-4-yl)-4-morpholinothieno[3,2-d]pyrimidin-6-yl)phenyl)-N-methylacetamide). Reaction SMILES: Cl[C:2]1[N:3]=[C:4]([N:23]2[CH2:28][CH2:27][O:26][CH2:25][CH2:24]2)[C:5]2[S:10][C:9]([C:12]3[CH:13]=[C:14]([N:18]([CH3:22])[C:19](=[O:21])[CH3:20])[CH:15]=[CH:16][CH:17]=3)(I)[CH2:8][C:6]=2[N:7]=1.CC1(C)C(C)(C)OB([C:37]2[CH:45]=[CH:44][CH:43]=[C:42]3[C:38]=2[CH:39]=[N:40][NH:41]3)O1>>[NH:41]1[C:42]2[C:38](=[C:37]([C:2]3[N:3]=[C:4]([N:23]4[CH2:28][CH2:27][O:26][CH2:25][CH2:24]4)[C:5]4[S:10][C:9]([C:12]5[CH:13]=[C:14]([N:18]([CH3:22])[C:19](=[O:21])[CH3:20])[CH:15]=[CH:16][CH:17]=5)=[CH:8][C:6]=4[N:7]=3)[CH:45]=[CH:44][CH:43]=2)[CH:39]=[N:40]1. Reported procedure: N-(3-(2-Chloro-6-iodo-4-morpholinothieno[3,2-d]pyrimidine-6-yl)phenyl)-N-methylacetamide (62 mg) was coupled to 4-(4,4,5,5-tetramethyl-1,3,2-dioxaborolan-2-yl)-1H-indazole 7 via General Procedure A to yield 352. MS (Q1) 485.2 (M)+